This data is from the Open Reaction Database (ORD), a public repository of structured organic reaction records. The task is: describe an organic reaction: reactants, conditions, products, and yield Yields the product CCOC(=O)CC(=O)c1ccc(Cl)c(C)c1. Reactants: CCOC(=O)OCC, CC(=O)c1ccc(Cl)c(C)c1, Cl, [H-], [Na+], O. Reaction SMILES: [C:14]([O:15][CH2:16][CH3:17])([O:18][CH2:20][CH3:21])=[O:19].[Cl:1][c:2]1[c:3]([CH3:11])[cH:4][c:5]([C:8]([CH3:9])=[O:10])[cH:6][cH:7]1.[ClH:22].[H-:12].[Na+:13].[OH2:23]>>[Cl:1][c:2]1[c:3]([CH3:11])[cH:4][c:5]([C:8]([CH2:9][C:14]([O:15][CH2:16][CH3:17])=[O:18])=[O:10])[cH:6][cH:7]1. Starting materials: COC(OC)(C(=O)CBr)c1ccc2ccccc2c1, CN(C)C=O, [H][H], [Na+], [OH-], O, c1c[nH]cn1. Product: COC(Cn1ccnc1)(OC)c1ccc2ccccc2c1. Reaction SMILES: [CH3:10][O:11][C:12]([c:13]1[cH:14][c:15]2[cH:16][cH:17][cH:18][cH:19][c:20]2[cH:21][cH:22]1)([C:23]([CH2:24][Br:25])=[O:26])[O:27][CH3:28].[CH3:29][N:30]([CH3:31])[CH:32]=[O:33].[H:8][H:9].[Na+:2].[OH-:1].[OH2:34].[nH:3]1[cH:4][n:5][cH:6][cH:7]1>>[n:3]1([CH2:23][C:12]([O:11][CH3:10])([c:13]2[cH:14][c:15]3[cH:16][cH:17][cH:18][cH:19][c:20]3[cH:21][cH:22]2)[O:27][CH3:28])[cH:4][n:5][cH:6][cH:7]1. Starting materials: 3,5-Di-tert alkyl-4-hydroxybenzylpyridinium, [Cl-].C(C)(C)(C)C=1C=C(C[N+]2=CC=CC=C2)C=C(C1O)C(C)(C)C (3,5-di-tert.butyl-4-hydroxybenzylpyridinium chloride), [N+](=O)([O-])C(C)C (2-nitropropane). The product is CC(CC1=CC(=C(C(=C1)C(C)(C)C)O)C(C)(C)C)([N+](=O)[O-])C (1,1-dimethyl-2-(3,5-di tert.butyl-4-hydroxyphenyl)-1-nitroethane). Reaction SMILES: [Cl-].[C:2]([C:6]1[CH:7]=[C:8]([CH:16]=[C:17]([C:20]([CH3:23])([CH3:22])[CH3:21])[C:18]=1[OH:19])[CH2:9][N+]1C=CC=CC=1)([CH3:5])([CH3:4])[CH3:3].[N+:24]([CH:27]([CH3:29])[CH3:28])([O-:26])=[O:25]>>[CH3:28][C:27]([CH3:29])([N+:24]([O-:26])=[O:25])[CH2:9][C:8]1[CH:7]=[C:6]([C:2]([CH3:4])([CH3:5])[CH3:3])[C:18]([OH:19])=[C:17]([C:20]([CH3:21])([CH3:22])[CH3:23])[CH:16]=1 |f:0.1|. Procedure details: 3,5-Di-tert alkyl-4-hydroxybenzylpyridinium salts are reacted under basic conditions with compounds containing active methylene groups to form phenolic antioxidants. For example, 3,5-di-tert.butyl-4-hydroxybenzylpyridinium chloride is reacted with 2-nitropropane to produce 1,1-dimethyl-2-(3,5-di tert.butyl-4-hydroxyphenyl)-1-nitroethane. Starting materials: C(CCCCCCC)=O (n-octanal), C1(CCCC1)=O (cyclopentanone), [OH-].[Na+] (NaOH). Product: C(/CCCCCCC)=C/1\C(CCC1)=O (2-(E)-octylidene cyclopentanone). Reaction SMILES: [CH:1](=O)[CH2:2][CH2:3][CH2:4][CH2:5][CH2:6][CH2:7][CH3:8].[C:10]1(=[O:15])[CH2:14][CH2:13][CH2:12][CH2:11]1.[OH-].[Na+]>>[CH:1](=[C:11]1/[C:10](=[O:15])[CH2:14][CH2:13][CH2:12]/1)\[CH2:2][CH2:3][CH2:4][CH2:5][CH2:6][CH2:7][CH3:8] |f:2.3|. Procedure: The procedure was similar to that in Example 1 by reacting n-octanal with cyclopentanone in the presence of 1% NaOH to give 2-(E)-octylidene cyclopentanone. The boiling point of this intermediate compound was determined to be 120°-125° C. at a pressure of 4 mm Hg. A subsequent Mannich reaction yielded the 2-Dimethylaminomethyl-5-(E)-octylidene cyclopentanone hydrochloride. The melting point of the product was determined to be 138°-140° C. Reactants: C(C)(C)(C)C1=NN(C(=C1)NC(NC1=CC=C(C2=CC=CC=C12)OCC1=CC(=NC=C1)NC(CCl)=O)=O)C1=CC=C(C=C1)C (N-(4-((4-(3-(3-tert-butyl-1-p-tolyl-1H-pyrazol-5-yl)ureido)naphthalen-1-yloxy)methyl)pyridin-2-yl)-2-chloroacetamide), C(C)(C)(C)C1=NN(C(=C1)NC(NC1=CC=C(C2=CC=CC=C12)OCC1=CC(=NC=C1)NC(CCl)=O)=O)C1=CC=C(C=C1)C (N-(4-((4-(3-(3-tert-butyl-1-p-tolyl-1H-pyrazol-5-yl)ureido)naphthalen-1-yloxy)methyl)pyridin-2-yl)-2-chloroacetamide), C[S-].[Na+] (sodium thiomethoxide). The solvent is CO (MeOH). Conditions: time 1 hour. The product is C(C)(C)(C)C1=NN(C(=C1)NC(NC1=CC=C(C2=CC=CC=C12)OCC1=CC(=NC=C1)NC(CSC)=O)=O)C1=CC=C(C=C1)C (N-(4-((4-(3-(3-tert-butyl-1-p-tolyl-1H-pyrazol-5-yl)ureido)naphthalen-1-yloxy)methyl)pyridin-2-yl)-2-(methylthio) acetamide). The yield is 27.1%. Reaction SMILES: [C:1]([C:5]1[CH:9]=[C:8]([NH:10][C:11](=[O:36])[NH:12][C:13]2[C:22]3[C:17](=[CH:18][CH:19]=[CH:20][CH:21]=3)[C:16]([O:23][CH2:24][C:25]3[CH:30]=[CH:29][N:28]=[C:27]([NH:31][C:32](=[O:35])[CH2:33]Cl)[CH:26]=3)=[CH:15][CH:14]=2)[N:7]([C:37]2[CH:42]=[CH:41][C:40]([CH3:43])=[CH:39][CH:38]=2)[N:6]=1)([CH3:4])([CH3:3])[CH3:2].[CH3:44][S-:45].[Na+]>CO>[C:1]([C:5]1[CH:9]=[C:8]([NH:10][C:11](=[O:36])[NH:12][C:13]2[C:22]3[C:17](=[CH:18][CH:19]=[CH:20][CH:21]=3)[C:16]([O:23][CH2:24][C:25]3[CH:30]=[CH:29][N:28]=[C:27]([NH:31][C:32](=[O:35])[CH2:33][S:45][CH3:44])[CH:26]=3)=[CH:15][CH:14]=2)[N:7]([C:37]2[CH:42]=[CH:41][C:40]([CH3:43])=[CH:39][CH:38]=2)[N:6]=1)([CH3:4])([CH3:3])[CH3:2] |f:1.2|. Reported procedure: N-(4-((4-(3-(3-tert-Butyl-1-p-tolyl-1H-pyrazol-5-yl)ureido)naphthalen-1-yloxy)methyl)pyridin-2-yl)-2-chloroacetamide (Intermediate B) (100 mg, 0.17 mmol) was added portionwise to a stirred mixture of sodium thiomethoxide (35 mg, 0.50 mmol) in MeOH (5.0 mL) and the resulting mixture was stirred for 1 hr at RT. The mixture was evaporated in vacuo and partitioned between brine (20 mL) and DCM (30 mL). The organic layer was concentrated in vacuo, the residue pre-adsorbed on silica and purified by co... Reactants: COC=1C=C(C=CC1)CCC(=O)OCC (ethyl 3-(3-methoxyphenyl)propionate), C(=O)OCC (ethyl formate), [Na] (sodium). Run in CCOCC (ether). Run at time 16 hour. The product is C(=O)C(C(=O)OCC)CC1=CC(=CC=C1)OC (ethyl 2-formyl-3-(3-methoxyphenyl)propionate). Yield: 40.6%. As a reaction SMILES: [CH3:1][O:2][C:3]1[CH:4]=[C:5]([CH2:9][CH2:10][C:11]([O:13][CH2:14][CH3:15])=[O:12])[CH:6]=[CH:7][CH:8]=1.[CH:16](OCC)=[O:17].[Na]>CCOCC>[CH:16]([CH:10]([CH2:9][C:5]1[CH:6]=[CH:7][CH:8]=[C:3]([O:2][CH3:1])[CH:4]=1)[C:11]([O:13][CH2:14][CH3:15])=[O:12])=[O:17] |^1:20|. Procedure: A mixture of ethyl 3-(3-methoxyphenyl)propionate (100 g) and ethyl formate (37 g) was added dropwise to a mixture of sodium wire (11 g) in stirred ether (500 ml) at 0°. The mixture was stirred at room temperature for 16 hours and evaporated to dryness. The residue was dissolved in water and extracted with ether, the extracted aqueous phase was adjusted to pH 4 with hydrochloric acid and was extracted with ether and the ether extract was evaporated to dryness to give ethyl 2-formyl-3-(3-methoxyph...